Dataset: the Open Reaction Database (ORD), a public repository of structured organic reaction records. Task: describe an organic reaction: reactants, conditions, products, and yield Starting materials: Cl (hydrogen chloride), C(C)(C)(C)OC(=O)NCC(=O)NC1=CC=C(C=C1)C#N (2-(tert-butoxycarbonylamino)-N-(4-cyanophenyl)acetamide). Solvent: C(C)(=O)OCC (ethyl acetate). Conditions: time 18 hour. Yields the product Cl.NCC(=O)NC1=CC=C(C=C1)C#N (2-amino-N-(4-cyanophenyl)acetamide hydrochloride). Reaction SMILES: [ClH:1].C(OC([NH:9][CH2:10][C:11]([NH:13][C:14]1[CH:19]=[CH:18][C:17]([C:20]#[N:21])=[CH:16][CH:15]=1)=[O:12])=O)(C)(C)C>C(OCC)(=O)C>[ClH:1].[NH2:9][CH2:10][C:11]([NH:13][C:14]1[CH:19]=[CH:18][C:17]([C:20]#[N:21])=[CH:16][CH:15]=1)=[O:12] |f:3.4|. Procedure details: An ethyl acetate solution (45.5 ml) of 4N hydrogen chloride solution was added to 10 g of 2-(tert-butoxycarbonylamino)-N-(4-cyanophenyl)acetamide in a closed vessel and the mixture was stirred for 18 hours. The crystals formed were collected by filtration, washed with ethyl acetate and then dried under a reduced pressure to give 7.7 g of 2-amino-N-(4-cyanophenyl)acetamide hydrochloride. Then, 58.8 ml of an aqueous saturated sodium hydrogencarbonate solution and 20 ml of water were added to 3.7 g... Starting materials: O=C([O-])[O-], CCCC[N+](CCCC)(CCCC)CCCC, CS(C)=O, COC(=O)c1ccccc1F, [I-], [K+], [K+], Cc1nc(-c2ccc(Cl)cc2)sc1C(=O)NCC1CCNC1, O. Yields the product COC(=O)c1ccccc1N1CCC(CNC(=O)c2sc(-c3ccc(Cl)cc3)nc2C)C1. RXN SMILES: [C:34](=[O:35])([O-:36])[O-:37].[CH2:46]([N+:47]([CH2:48][CH2:49][CH2:50][CH3:51])([CH2:52][CH2:53][CH2:54][CH3:55])[CH2:56][CH2:57][CH2:58][CH3:59])[CH2:60][CH2:61][CH3:62].[CH3:41][S:42]([CH3:43])=[O:44].[F:23][c:24]1[c:25]([C:26](=[O:27])[O:28][CH3:29])[cH:30][cH:31][cH:32][cH:33]1.[I-:45].[K+:38].[K+:39].[NH:1]1[CH2:2][CH:3]([CH2:6][NH:7][C:8](=[O:9])[c:10]2[c:11]([CH3:22])[n:12][c:13](-[c:15]3[cH:16][cH:17][c:18]([Cl:21])[cH:19][cH:20]3)[s:14]2)[CH2:4][CH2:5]1.[OH2:40]>>[N:1]1([c:24]2[c:25]([C:26](=[O:27])[O:28][CH3:29])[cH:30][cH:31][cH:32][cH:33]2)[CH2:2][CH:3]([CH2:6][NH:7][C:8](=[O:9])[c:10]2[c:11]([CH3:22])[n:12][c:13](-[c:15]3[cH:16][cH:17][c:18]([Cl:21])[cH:19][cH:20]3)[s:14]2)[CH2:4][CH2:5]1. Reactants: CC(=O)OC1CC2C(CC=C3CC(O)CCC32C)C2=CCC(C3(C)OCCO3)C21C, O, Cc1ccc(S(=O)(=O)Cl)cc1, c1ccncc1. Yields the product CC(=O)OC1CC2C(CC=C3CC(OS(=O)(=O)c4ccc(C)cc4)CCC32C)C2=CCC(C3(C)OCCO3)C21C. As a reaction SMILES: [C:12]([CH3:13])(=[O:14])[O:15][CH:16]1[CH2:17][CH:18]2[C:19]3([CH3:41])[CH2:20][CH2:21][CH:22]([OH:40])[CH2:23][C:24]3=[CH:25][CH2:26][CH:27]2[C:28]2=[CH:29][CH2:30][CH:31]([C:32]3([CH3:33])[O:34][CH2:35][CH2:36][O:37]3)[C:38]12[CH3:39].[OH2:42].[c:1]1([CH3:11])[cH:2][cH:3][c:4]([S:7](=[O:8])(=[O:9])[Cl:10])[cH:5][cH:6]1.[cH:43]1[cH:44][cH:45][n:46][cH:47][cH:48]1>>[c:1]1([CH3:11])[cH:2][cH:3][c:4]([S:7](=[O:8])(=[O:9])[O:40][CH:22]2[CH2:21][CH2:20][C:19]3([CH3:41])[CH:18]4[CH2:17][CH:16]([O:15][C:12]([CH3:13])=[O:14])[C:38]5([CH3:39])[C:28](=[CH:29][CH2:30][CH:31]5[C:32]5([CH3:33])[O:34][CH2:35][CH2:36][O:37]5)[CH:27]4[CH2:26][CH:25]=[C:24]3[CH2:23]2)[cH:5][cH:6]1. Starting materials: C(C)(=O)OCC (ethyl acetate), C1(CC1)[C@@](CNC(=O)C1=NC(=C(N=C1)Br)C1=CC=C(C=C1)Cl)(C)O (5-bromo-6-(4-chloro-phenyl)-pyrazine-2-carboxylic acid ((R)-2-cyclopropyl-2-hydroxy-propyl)-amide), C([O-])([O-])=O.[Cs+].[Cs+] (cesium carbonate), FC(CO)(F)F (2,2,2-trifluoroethanol). Conditions: time 7 day. The product is C1(CC1)[C@@](CNC(=O)C1=NC(=C(N=C1)OCC(F)(F)F)C1=CC=C(C=C1)Cl)(C)O (6-(4-Chloro-phenyl)-5-(2,2,2-trifluoro-ethoxy)-pyrazine-2-carboxylic Acid ((R)-2-cyclopropyl-2-hydroxy-propyl)-amide). The yield is 98.0%. Reaction SMILES: [CH:1]1([C@:4]([OH:24])([CH3:23])[CH2:5][NH:6][C:7]([C:9]2[CH:14]=[N:13][C:12](Br)=[C:11]([C:16]3[CH:21]=[CH:20][C:19]([Cl:22])=[CH:18][CH:17]=3)[N:10]=2)=[O:8])[CH2:3][CH2:2]1.C(=O)([O-])[O-].[Cs+].[Cs+].C(OCC)(=O)C.[F:37][C:38]([F:42])([F:41])[CH2:39][OH:40]>>[CH:1]1([C@:4]([OH:24])([CH3:23])[CH2:5][NH:6][C:7]([C:9]2[CH:14]=[N:13][C:12]([O:40][CH2:39][C:38]([F:42])([F:41])[F:37])=[C:11]([C:16]3[CH:21]=[CH:20][C:19]([Cl:22])=[CH:18][CH:17]=3)[N:10]=2)=[O:8])[CH2:3][CH2:2]1 |f:1.2.3|. Procedure: To a solution of 0.041 g (0.001 mol) 5-bromo-6-(4-chloro-phenyl)-pyrazine-2-carboxylic acid ((R)-2-cyclopropyl-2-hydroxy-propyl)-amide (example 62a) in 1.0 ml 2,2,2-trifluoroethanol was added 0.200 g (0.006 mol) cesium carbonate and the mixture was stirred at room temperature for 7 days. The reaction mixture was partitioned between water and ethyl acetate, the phases were separated and the organic phase was purified by chromatography on silica gel with heptane:ethyl acetate=2:1 to yield 0.042 g ... Reactants: ClC=1C=C(C=CC1Cl)C(CC)=NC1=CC=CC=C1 (1-(3,4-dichlorophenyl)-N-phenylpropaneimine), C1(=CC=CC=C1)C#CC(=O)OCC (ethyl phenylpropiolate), S(O)(O)(=O)=O (sulfuric acid), [Cl-].[Al+3].[Cl-].[Cl-] (aluminum chloride). Solvent: C1(=CC=CC=C1)C (toluene). Run at time 4 day. Yields the product ClC=1C=C(C=CC1Cl)C=1N(C(=CC(C1C)=O)C1=CC=CC=C1)C1=CC=CC=C1 (2-(3,4-dichlorophenyl)-3-methyl-1,6-diphenyl-4(1H)-pyridinone). Isolated yield 21.3%. As a reaction SMILES: [Cl:1][C:2]1[CH:3]=[C:4]([C:9](=[N:12][C:13]2[CH:18]=[CH:17][CH:16]=[CH:15][CH:14]=2)[CH2:10][CH3:11])[CH:5]=[CH:6][C:7]=1[Cl:8].[C:19]1([C:25]#[C:26][C:27]([O:29]CC)=O)[CH:24]=[CH:23][CH:22]=[CH:21][CH:20]=1.[Cl-].[Al+3].[Cl-].[Cl-].S(=O)(=O)(O)O>C1(C)C=CC=CC=1>[Cl:1][C:2]1[CH:3]=[C:4]([C:9]2[N:12]([C:13]3[CH:14]=[CH:15][CH:16]=[CH:17][CH:18]=3)[C:25]([C:19]3[CH:20]=[CH:21][CH:22]=[CH:23][CH:24]=3)=[CH:26][C:27](=[O:29])[C:10]=2[CH3:11])[CH:5]=[CH:6][C:7]=1[Cl:8] |f:2.3.4.5|. Procedure: To 500 ml of toluene were added 6.2 g (0.022 mole) of 1-(3,4-dichlorophenyl)-N-phenylpropaneimine and 3.9 g (0.022 mole) of ethyl phenylpropiolate, followed by addition of 3.6 g (0.023 mole) of aluminum chloride. After heating the reaction mixture with stirring at 60°-70° C. for 4 days under a nitrogen atmosphere, the reaction mixture was poured into 400 ml of 2N sulfuric acid which had been ice-cooled, followed by extraction with dichloromethane. After washing the organic layer with water, it w... Reactants: C([O-])([O-])=O.[Cs+].[Cs+] (cesium carbonate), C1(=CC=CC=C1)P(C1=CC=CC=2C(C3=CC=CC(=C3OC12)P(C1=CC=CC=C1)C1=CC=CC=C1)(C)C)C1=CC=CC=C1 (4,5-bis(diphenylphosphino)-9,9-dimethylxanthene), [Si](C)(C)(C(C)(C)C)O[C@H]1CC(N[C@H]1C)=O ((4S,5S)-4-(tert-butyldimethylsilyloxy)-5-methylpyrrolidin-2-one), BrC1=CC(=C(C#N)C=C1)Cl (4-bromo-2-chlorobenzonitrile). The reagents and catalysts are C=1C=CC(=CC1)/C=C/C(=O)/C=C/C2=CC=CC=C2.C=1C=CC(=CC1)/C=C/C(=O)/C=C/C2=CC=CC=C2.C=1C=CC(=CC1)/C=C/C(=O)/C=C/C2=CC=CC=C2.[Pd].[Pd] (tris(dibenzylideneacetone)dipalladium(0)). The product is ClC1=C(C#N)C=CC(=C1)N1C(C[C@@H]([C@@H]1C)O[Si](C)(C)C(C)(C)C)=O (2-chloro-4-[(4S,5S)-4-(tert-butyldimethylsilyloxy)-5-methyl-2-oxopyrrolidin-1-yl]benzonitrile), solid. Yield: 71.0%. Reaction SMILES: [Si:1]([O:8][C@@H:9]1[C@H:13]([CH3:14])[NH:12][C:11](=[O:15])[CH2:10]1)([C:4]([CH3:7])([CH3:6])[CH3:5])([CH3:3])[CH3:2].Br[C:17]1[CH:24]=[CH:23][C:20]([C:21]#[N:22])=[C:19]([Cl:25])[CH:18]=1.C(=O)([O-])[O-].[Cs+].[Cs+].C1(P(C2C=CC=CC=2)C2C3OC4C(=CC=CC=4P(C4C=CC=CC=4)C4C=CC=CC=4)C(C)(C)C=3C=CC=2)C=CC=CC=1>C1C=CC(/C=C/C(/C=C/C2C=CC=CC=2)=O)=CC=1.C1C=CC(/C=C/C(/C=C/C2C=CC=CC=2)=O)=CC=1.C1C=CC(/C=C/C(/C=C/C2C=CC=CC=2)=O)=CC=1.[Pd].[Pd]>[Cl:25][C:19]1[CH:18]=[C:17]([N:12]2[C@@H:13]([CH3:14])[C@@H:9]([O:8][Si:1]([C:4]([CH3:7])([CH3:6])[CH3:5])([CH3:3])[CH3:2])[CH2:10][C:11]2=[O:15])[CH:24]=[CH:23][C:20]=1[C:21]#[N:22] |f:2.3.4,6.7.8.9.10|. Procedure: Using (4S,5S)-4-(tert-butyldimethylsilyloxy)-5-methylpyrrolidin-2-one (1.06 g), 4-bromo-2-chlorobenzonitrile (1.0 g), cesium carbonate (2.25 g), tris(dibenzylideneacetone)dipalladium(0) (210 mg) and 4,5-bis(diphenylphosphino)-9,9-dimethylxanthene (399 mg), and in the same manner as in Reference Example 3, the title compound was obtained as a colorless solid (yield: 1.2 g, 71%).